From a dataset of the Open Reaction Database (ORD), a public repository of structured organic reaction records. describe an organic reaction: reactants, conditions, products, and yield Starting materials: ice, ON1C(C=2C(C1=O)=CC=CC2)=O (N-hydroxyphthalimide), ClC(=O)OC(Cl)(Cl)Cl (trichloromethyl chloroformate). Run in O1CCCC1 (tetrahydrofuran). Conditions: time 6 hour. Product: ClC(=O)ON1C(C=2C(C1=O)=CC=CC2)=O (N-chlorocarbonyloxyphthalimide). Reaction SMILES: [OH:1][N:2]1[C:6](=[O:7])[C:5]2=[CH:8][CH:9]=[CH:10][CH:11]=[C:4]2[C:3]1=[O:12].[Cl:13][C:14](OC(Cl)(Cl)Cl)=[O:15]>O1CCCC1>[Cl:13][C:14]([O:1][N:2]1[C:3](=[O:12])[C:4]2=[CH:11][CH:10]=[CH:9][CH:8]=[C:5]2[C:6]1=[O:7])=[O:15]. Reported procedure: To an ice-cooled solution of 6.5 g (40 retool) of N-hydroxyphthalimide in 200 mL dry tetrahydrofuran (THF) was added 10.0 mL (15.8 g, 80 mmole) of trichloromethyl chloroformate (diphosgene). The solution was then stirred for 6 hrs at room temperature. The solvent and excess trichloromethyl chloroformate were removed under reduced pressure to give a white crystalline solid, which was recrystallized from dry n-hexane to give colorless plates; m.p. 113°-115° C. Reactants: C(#N)C=1C=C2CCCNC2=C(C1)C(=O)OCC1=CC=CC=C1 (benzyl 6-cyano-1,2,3,4-tetrahydroquino- line-8-carboxylate), OO (hydrogen peroxide), [OH-].[Na+] (sodium hydroxide). The solvent is C(C)O (ethanol). Conditions: time 7 hour. The product is C(N)(=O)C=1C=C2CCCNC2=C(C1)C(=O)OCC1=CC=CC=C1 (benzyl 6-carbamoyl-1,2,3,4-tetrahydroquinoline-8-carboxylate). Isolated yield 41.7%. RXN SMILES: [C:1]([C:3]1[CH:4]=[C:5]2[C:10](=[C:11]([C:13]([O:15][CH2:16][C:17]3[CH:22]=[CH:21][CH:20]=[CH:19][CH:18]=3)=[O:14])[CH:12]=1)[NH:9][CH2:8][CH2:7][CH2:6]2)#[N:2].[OH:23]O.[OH-].[Na+]>C(O)C>[C:1]([C:3]1[CH:4]=[C:5]2[C:10](=[C:11]([C:13]([O:15][CH2:16][C:17]3[CH:22]=[CH:21][CH:20]=[CH:19][CH:18]=3)=[O:14])[CH:12]=1)[NH:9][CH2:8][CH2:7][CH2:6]2)(=[O:23])[NH2:2] |f:2.3|. Procedure: To the solution of benzyl 6-cyano-1,2,3,4-tetrahydroquino- line-8-carboxylate (2.5 g) in ethanol (20 ml) was added 35% hydrogen peroxide solution (3 ml) and 6 N sodium hydroxide solution (0.33 ml). The reaction mixture was stirred at 40°-45° C. for 7 hours. The resulting precipitate was collected by filtration and washed with ethanol to give benzyl 6-carbamoyl-1,2,3,4-tetrahydroquinoline-8-carboxylate (1.10 g, 41.7%). As a reaction SMILES: Cl.Cl.[CH3:3][N:4]([CH3:13])[C:5]1[CH:12]=[CH:11][C:8]([CH2:9][NH2:10])=[CH:7][CH:6]=1.[Cl:14][C:15]1[C:16](=[O:26])[N:17]([C:22]([CH3:25])([CH3:24])[CH3:23])[N:18]=[CH:19][C:20]=1Cl>>[Cl:14][C:15]1[C:16](=[O:26])[N:17]([C:22]([CH3:24])([CH3:23])[CH3:25])[N:18]=[CH:19][C:20]=1[NH:10][CH2:9][C:8]1[CH:11]=[CH:12][C:5]([N:4]([CH3:13])[CH3:3])=[CH:6][CH:7]=1 |f:0.1.2|. The product is ClC=1C(N(N=CC1NCC1=CC=C(C=C1)N(C)C)C(C)(C)C)=O (4-Chloro-5-(4-dimethylaminobenzylamino)-2-t-butyl-3(2H)-pyridazinone). Procedure: The compounds as identified in Table 9 were prepared in the synthetic manner and after-treatment similar to those in Example 2 except that the benzylamine dihydrochlorides with Y1, Y2, Y3 and R3 as identified in Table 9 were used instead of the starting 4-dimethylaminobenzylamine dihydrochloride used in Example 2, and the 4,5-di(chloro or bromo)-2-alkyl-3(2H)pyridazinones with R1 and R2 as identified in Table 8 were used instead of the starting 4,5-dichloro-2-t-butyl-3(2H)pyridazinone. In the NM... The reactants are benzylamine dihydrochlorides, ClC=1C(N(N=CC1Cl)C(C)(C)C)=O (4,5-dichloro-2-t-butyl-3(2H)pyridazinone), Cl.Cl.CN(C1=CC=C(CN)C=C1)C (4-dimethylaminobenzylamine dihydrochloride), 4,5-di(chloro or bromo)-2-alkyl-3(2H)pyridazinones. Starting materials: [BH3-]C#N, NOCc1ccccc1, CC(=O)O, O=Cc1cc(Cl)c(O)c(Cl)c1, Cl, [Na+], c1ccncc1. Yields the product Oc1c(Cl)cc(CNOCc2ccccc2)cc1Cl. As a reaction SMILES: [C:22]([BH3-:23])#[N:24].[CH2:13]([c:14]1[cH:15][cH:16][cH:17][cH:18][cH:19]1)[O:20][NH2:21].[CH3:32][C:33](=[O:34])[OH:35].[Cl:1][c:2]1[cH:3][c:4]([CH:5]=[O:6])[cH:7][c:8]([Cl:11])[c:9]1[OH:10].[ClH:12].[Na+:25].[cH:26]1[cH:27][cH:28][n:29][cH:30][cH:31]1>>[Cl:1][c:2]1[cH:3][c:4]([CH2:5][NH:21][O:20][CH2:13][c:14]2[cH:15][cH:16][cH:17][cH:18][cH:19]2)[cH:7][c:8]([Cl:11])[c:9]1[OH:10].